Dataset: the Open Reaction Database (ORD), a public repository of structured organic reaction records. Task: describe an organic reaction: reactants, conditions, products, and yield Starting materials: O=C1SCC(N1NS(=O)(=O)C)=O (N-(2,4-dioxothiazolidin-3-yl)methanesulfonamide), ClC1=CC(=C(CN2N=CC3=CC(=C(C=C23)F)\C=C/2\C(N(C(S2)=O)CC(=O)O)=O)C=C1)C(F)(F)F ([(5Z)-5-({1-[4-Chloro-2-(trifluoromethyl)benzyl]-6-fluoro-1H-indazol-5-yl}-methylidene)-2,4-dioxo-1,3-thiazolidin-3-yl]acetic acid). Yields the product ClC1=CC(=C(CN2N=CC3=CC(=C(C=C23)F)\C=C/2\C(N(C(S2)=O)NS(=O)(=O)C)=O)C=C1)C(F)(F)F (N-[(5Z)-5-({1-[4-Chloro-2-(trifluoromethyl)benzyl]-6-fluoro-1H-indazol-5-yl}methylidene)-2,4-dioxo-1,3-thiazolidin-3-yl]methanesulfonamide). As a reaction SMILES: [O:1]=[C:2]1[N:6]([NH:7][S:8]([CH3:11])(=[O:10])=[O:9])[C:5](=[O:12])[CH2:4][S:3]1.[Cl:13][C:14]1[CH:42]=[CH:41][C:17]([CH2:18][N:19]2[C:27]3[C:22](=[CH:23][C:24](/[CH:29]=C4/C(=O)N(CC(O)=O)C(=O)S/4)=[C:25]([F:28])[CH:26]=3)[CH:21]=[N:20]2)=[C:16]([C:43]([F:46])([F:45])[F:44])[CH:15]=1>>[Cl:13][C:14]1[CH:42]=[CH:41][C:17]([CH2:18][N:19]2[C:27]3[C:22](=[CH:23][C:24](/[CH:29]=[C:4]4/[C:5](=[O:12])[N:6]([NH:7][S:8]([CH3:11])(=[O:10])=[O:9])[C:2](=[O:1])[S:3]/4)=[C:25]([F:28])[CH:26]=3)[CH:21]=[N:20]2)=[C:16]([C:43]([F:46])([F:45])[F:44])[CH:15]=1. Reported procedure: N-[(5Z)-5-({1-[4-Chloro-2-(trifluoromethyl)benzyl]-6-fluoro-1H-indazol-5-yl}methylidene)-2,4-dioxo-1,3-thiazolidin-3-yl]methanesulfonamide was prepared from N-(2,4-dioxothiazolidin-3-yl)methanesulfonamide (from Example 360) and [4-chloro-2-(trifluoromethyl)benzyl]-6-fluoro-1H-indazol-5-carbaldehyde (from Example 348) following General Procedure E. The reactants are CN, CO, Fc1ccc(Br)cc1CBr. Yields the product CNCc1cc(Br)ccc1F. Reaction SMILES: [CH3:11][NH2:12].[CH3:13][OH:14].[F:1][c:2]1[c:3]([CH2:4][Br:5])[cH:6][c:7]([Br:10])[cH:8][cH:9]1>>[F:1][c:2]1[c:3]([CH2:4][NH:12][CH3:11])[cH:6][c:7]([Br:10])[cH:8][cH:9]1.